This data is from the Open Reaction Database (ORD), a public repository of structured organic reaction records. The task is: describe an organic reaction: reactants, conditions, products, and yield Reactants: COC(=O)CBr, O=C([O-])[O-], CN(C)C=O, CCOC(C)=O, [K+], [K+], N#Cc1ccc(Cl)cc1N. Yields the product COC(=O)CNc1cc(Cl)ccc1C#N. Reaction SMILES: [Br:17][CH2:18][C:19](=[O:20])[O:21][CH3:22].[C:11](=[O:12])([O-:13])[O-:14].[CH3:23][N:24]([CH3:25])[CH:26]=[O:27].[CH3:28][CH2:29][O:30][C:31](=[O:32])[CH3:33].[K+:15].[K+:16].[NH2:1][c:2]1[c:3]([C:4]#[N:5])[cH:6][cH:7][c:8]([Cl:10])[cH:9]1>>[NH:1]([c:2]1[c:3]([C:4]#[N:5])[cH:6][cH:7][c:8]([Cl:10])[cH:9]1)[CH2:18][C:19](=[O:20])[O:21][CH3:22]. Starting materials: BrC1=CC=C(C=C1)C(CCCl)=O (1-(4-bromophenyl)-3-chloropropan-1-one), CP(OCC)OCC (diethyl methylphosphonite). Solvent: C1(=CC=CC=C1)C (toluene). The product is BrC1=CC=C(C=C1)C(CCP(OCC)(=O)C)=O (ethyl [3-(4-bromophenyl)-3-oxopropyl]methylphosphinate). As a reaction SMILES: [Br:1][C:2]1[CH:7]=[CH:6][C:5]([C:8](=[O:12])[CH2:9][CH2:10]Cl)=[CH:4][CH:3]=1.[CH3:13][P:14]([O:18]CC)[O:15][CH2:16][CH3:17]>C1(C)C=CC=CC=1>[Br:1][C:2]1[CH:7]=[CH:6][C:5]([C:8](=[O:12])[CH2:9][CH2:10][P:14]([CH3:13])(=[O:18])[O:15][CH2:16][CH3:17])=[CH:4][CH:3]=1. Reported procedure: 1-(4-bromophenyl)-3-chloropropan-1-one (4.5 g, 18.18 mmol) and diethyl methylphosphonite (6 g, 44.1 mmol) were stirred in refluxing toluene (9 mL) for 5 hours. Room temperature was attained and the solvent removed in vacuo. Purification of the residue by MPLC (0-10% MeOH-EtOAc) gave ethyl [3-(4-bromophenyl)-3-oxopropyl]methylphosphinate as a pale yellow oil that crystallised on standing.